Dataset: the Open Reaction Database (ORD), a public repository of structured organic reaction records. Task: describe an organic reaction: reactants, conditions, products, and yield The reactants are N1CCC(CC1)C1=CN(C2=CC=CC=C12)CC1=CC=NC=C1 (3-piperidin-4-yl-1-pyridin-4-ylmethyl-1H-indole), COC(C1=CC(=C(C=C1)Br)CBr)=O (4-bromo-3-bromomethyl-benzoic acid methyl ester). The product is BrC1=C(C=C(C(=O)O)C=C1)CN1CCC(CC1)C1=CN(C2=CC=CC=C12)CC1=CC=NC=C1 (4-bromo-3-[4-(1-pyridin-4-ylmethyl-1H-indol-3-yl)-piperidin-1-ylmethyl]-benzoic acid). As a reaction SMILES: [NH:1]1[CH2:6][CH2:5][CH:4]([C:7]2[C:15]3[C:10](=[CH:11][CH:12]=[CH:13][CH:14]=3)[N:9]([CH2:16][C:17]3[CH:22]=[CH:21][N:20]=[CH:19][CH:18]=3)[CH:8]=2)[CH2:3][CH2:2]1.C[O:24][C:25](=[O:35])[C:26]1[CH:31]=[CH:30][C:29]([Br:32])=[C:28]([CH2:33]Br)[CH:27]=1>>[Br:32][C:29]1[CH:30]=[CH:31][C:26]([C:25]([OH:35])=[O:24])=[CH:27][C:28]=1[CH2:33][N:1]1[CH2:6][CH2:5][CH:4]([C:7]2[C:15]3[C:10](=[CH:11][CH:12]=[CH:13][CH:14]=3)[N:9]([CH2:16][C:17]3[CH:18]=[CH:19][N:20]=[CH:21][CH:22]=3)[CH:8]=2)[CH2:3][CH2:2]1. Reported procedure: This compound was prepared following the procedure described in example 13 (part D) starting with 1.5 g (50 mmol) of 3-piperidin-4-yl-1-pyridin-4-ylmethyl-1H-indole and 1.7 g (55 mmol) of 4-bromo-3-bromomethyl-benzoic acid methyl ester. After standard work-up and recrystallisation with ethyl ether, 1.7 g (68% of yield) of the expected acid were obtained. The reagents and catalysts are C=1C=CC(=CC1)[P](C=2C=CC=CC2)(C=3C=CC=CC3)[Pd]([P](C=4C=CC=CC4)(C=5C=CC=CC5)C=6C=CC=CC6)([P](C=7C=CC=CC7)(C=8C=CC=CC8)C=9C=CC=CC9)[P](C=1C=CC=CC1)(C=1C=CC=CC1)C=1C=CC=CC1 (tetrakis(triphenylphosphine)palladium(0)). Reaction SMILES: [CH3:1][O:2][C:3](=[O:30])[C:4]1[CH:9]=[CH:8][CH:7]=[C:6]([CH2:10][C:11]2[CH:16]=[CH:15][C:14]([CH2:17][O:18][C:19]3[CH:24]=[CH:23][C:22]([C:25](=[O:27])[CH3:26])=[C:21]([OH:28])[C:20]=3I)=[CH:13][CH:12]=2)[CH:5]=1.C([Sn](CCCC)(CCCC)[C:36]1[CH:41]=[CH:40][CH:39]=[CH:38][N:37]=1)CCC>C1(C)C=CC=CC=1.C1C=CC([P]([Pd]([P](C2C=CC=CC=2)(C2C=CC=CC=2)C2C=CC=CC=2)([P](C2C=CC=CC=2)(C2C=CC=CC=2)C2C=CC=CC=2)[P](C2C=CC=CC=2)(C2C=CC=CC=2)C2C=CC=CC=2)(C2C=CC=CC=2)C2C=CC=CC=2)=CC=1>[CH3:1][O:2][C:3](=[O:30])[C:4]1[CH:9]=[CH:8][CH:7]=[C:6]([CH2:10][C:11]2[CH:16]=[CH:15][C:14]([CH2:17][O:18][C:19]3[CH:24]=[CH:23][C:22]([C:25](=[O:27])[CH3:26])=[C:21]([OH:28])[C:20]=3[C:36]3[CH:41]=[CH:40][CH:39]=[CH:38][N:37]=3)=[CH:13][CH:12]=2)[CH:5]=1 |^1:60,62,81,100|. The yield is 60.9%. Yields the product COC(C1=CC(=CC=C1)CC1=CC=C(C=C1)COC1=C(C(=C(C=C1)C(C)=O)O)C1=NC=CC=C1)=O (3-[4-(4-acetyl-3-hydroxy-2-pyridin-2-yl-phenoxymethyl)-benzyl]-benzoic Acid methyl ester). The solvent is C1(=CC=CC=C1)C (toluene). The reactants are COC(C1=CC(=CC=C1)CC1=CC=C(C=C1)COC1=C(C(=C(C=C1)C(C)=O)O)I)=O (3-[4-(4-acetyl-3-hydroxy-2-iodo-phenoxymethyl)-benzyl]-benzoic acid methyl ester), C(CCC)[Sn](C1=NC=CC=C1)(CCCC)CCCC (2-tributylstannanyl-pyridine). Reported procedure: A mixture of 3-[4-(4-acetyl-3-hydroxy-2-iodo-phenoxymethyl)-benzyl]-benzoic acid methyl ester (417 mg, 0.808 mmol), 2-tributylstannanyl-pyridine (1.72 g, 4.67 mmol), and tetrakis(triphenylphosphine)palladium(0) (111 mg, 0.096 mmol) in toluene (19 mL) is thoroughly degassed, placed under nitrogen and heated at 100° C. for 16 hours. After cooling to room temperature, the reaction mixture is concentrated in vacuo. The residue thus obtained is purified by flash chromatography (20% to 40% ethylacetat... Conditions: temperature 100 celsius. Starting materials: C(CCCC)ON=C(C(=O)OCC)C(CCl)=O (Ethyl 2-pentyloxyimino-3-oxo-4-chlorobutyrate), NC(=S)N (thiourea), O.O.O.C(C)(=O)[O-].[Na+] (sodium acetate trihydrate), ( 8-10 ). Solvent: O (water), C(C)O (ethanol). The product is C(CCCC)ON=C(C(=O)OCC)C=1N=C(SC1)N (ethyl 2-pentyloxyimino-2-(2-amino-1,3-thiazol-4-yl)acetate). The yield is 52.1%. RXN SMILES: [CH2:1]([O:6][N:7]=[C:8]([C:14](=O)[CH2:15]Cl)[C:9]([O:11][CH2:12][CH3:13])=[O:10])[CH2:2][CH2:3][CH2:4][CH3:5].[NH2:18][C:19]([NH2:21])=[S:20].O.O.O.C([O-])(=O)C.[Na+]>O.C(O)C>[CH2:1]([O:6][N:7]=[C:8]([C:14]1[N:18]=[C:19]([NH2:21])[S:20][CH:15]=1)[C:9]([O:11][CH2:12][CH3:13])=[O:10])[CH2:2][CH2:3][CH2:4][CH3:5] |f:2.3.4.5.6|. Procedure details: Ethyl 2-pentyloxyimino-3-oxo-4-chlorobutyrate (syn isomer) (51.1 g.) and thiourea (14.7 g.) were reacted in the presence of sodium acetate trihydrate (26.4 g.) in a mixture of water (125 ml.) and ethanol (175 ml.) according to a similar manner to that of Preparation (8-10) to give crystals of ethyl 2-pentyloxyimino-2-(2-amino-1,3-thiazol-4-yl)acetate (syn isomer) (28.7 g.), mp 86° to 88° C. The reactants are organozinc, enone, [Si](C)(C)(C)Cl (TMS-chloride), BrCCBr (1,2-dibromoethane), BrC1=CC(CCC1)=O (3-bromocyclohex-2-enone), BrC=1SC=CN1 (2-bromothiazole), [Cl-].[NH4+] (ammonium chloride). The reagents and catalysts are [Zn] (zinc), [Zn] (zinc), Cl[Pd]([P](C1=CC=CC=C1)(C2=CC=CC=C2)C3=CC=CC=C3)([P](C4=CC=CC=C4)(C5=CC=CC=C5)C6=CC=CC=C6)Cl (Pd(PPh3)2Cl2). Solvent: CN(C(C)=O)C (N,N-dimethylacetamide), C1CCOC1 (THF). Run at temperature 60 celsius, time 5 minute. The product is S1C(=NC=C1)C1=CC(CCC1)=O (3-Thiazol-2-yl-cyclohex-2-enone). The yield is 27.6%. As a reaction SMILES: [Si](Cl)(C)(C)C.BrCCBr.Br[C:11]1[S:12][CH:13]=[CH:14][N:15]=1.Br[C:17]1[CH2:22][CH2:21][CH2:20][C:19](=[O:23])[CH:18]=1.[Cl-].[NH4+]>[Zn].Cl[Pd](Cl)([P](C1C=CC=CC=1)(C1C=CC=CC=1)C1C=CC=CC=1)[P](C1C=CC=CC=1)(C1C=CC=CC=1)C1C=CC=CC=1.C1COCC1.CN(C)C(=O)C>[S:12]1[CH:13]=[CH:14][N:15]=[C:11]1[C:17]1[CH2:22][CH2:21][CH2:20][C:19](=[O:23])[CH:18]=1 |f:4.5,^1:29,48|. Procedure details: To a 100 mL round bottom flask containing a stir bar was added 0.185 g of zinc dust (2.83 mmol) and 3 mL of N,N-dimethylacetamide. The flask was placed under nitrogen and 0.08 mL of TMS-chloride (0.63 mmol) and 0.05 mL of 1,2-dibromoethane (0.58 mmol) were added by syringe. The reaction was stirred for 5 min. and 0.09 mL of 2-bromothiazole (0.998 mmol) was added by syringe. The reaction was stirred for 1 hour at room temperature under nitrogen. To a separate 100 mL round bottom flask containing ... As a reaction SMILES: [CH3:36][CH2:37][O:38][C:39](=[O:40])[CH3:41].[Na+:35].[O:7]=[C:8]1[N:9]([CH2:28][c:29]2[cH:30][s:31][cH:32][cH:33]2)[c:10]2[c:11]([N:22]3[C:23](=[O:27])[CH2:24][CH2:25][CH2:26]3)[cH:12][cH:13][cH:14][c:15]2[CH2:16][CH:17]1[NH:18][C:19](=[O:20])[CH3:21].[OH-:34].[OH2:6].[S:1](=[O:2])(=[O:3])([OH:4])[OH:5]>>[O:7]=[C:8]1[N:9]([CH2:28][c:29]2[cH:30][s:31][cH:32][cH:33]2)[c:10]2[c:11]([N:22]3[C:23](=[O:27])[CH2:24][CH2:25][CH2:26]3)[cH:12][cH:13][cH:14][c:15]2[CH2:16][CH:17]1[NH2:18]. Product: NC1Cc2cccc(N3CCCC3=O)c2N(Cc2ccsc2)C1=O. Reactants: CCOC(C)=O, [Na+], CC(=O)NC1Cc2cccc(N3CCCC3=O)c2N(Cc2ccsc2)C1=O, [OH-], O, O=S(=O)(O)O. Reactants: COc1ccc(OC)c(N)c1, FC(F)(F)c1cc(Cl)nc(-c2ccncc2)n1. The product is COc1ccc(OC)c(Nc2cc(C(F)(F)F)nc(-c3ccncc3)n2)c1. As a reaction SMILES: [CH3:18][O:19][c:20]1[c:21]([NH2:22])[cH:23][c:24]([O:27][CH3:28])[cH:25][cH:26]1.[Cl:1][c:2]1[n:3][c:4](-[c:12]2[cH:13][cH:14][n:15][cH:16][cH:17]2)[n:5][c:6]([C:8]([F:9])([F:10])[F:11])[cH:7]1>>[c:2]1([NH:22][c:21]2[c:20]([O:19][CH3:18])[cH:26][cH:25][c:24]([O:27][CH3:28])[cH:23]2)[n:3][c:4](-[c:12]2[cH:13][cH:14][n:15][cH:16][cH:17]2)[n:5][c:6]([C:8]([F:9])([F:10])[F:11])[cH:7]1. Reactants: BrC1=NC=C(C=C1)CO[Si](C)(C)C(C)(C)C (2-bromo-5-(tert-butyldimethylsilyloxymethyl)pyridine), [Li]CCCC (n-BuLi), CON(C(CC(C)C)=O)C (N-methoxy-N-methyl-3-methyl-butyramide). The solvent is C1CCOC1 (THF), C1CCOC1 (THF). Reaction conditions: temperature -78 celsius, time 40 minute. The product is [Si](C)(C)(C(C)(C)C)OCC=1C=CC(=NC1)C(CC(C)C)=O (5-(tert-Butyldimethylsilyloxymethyl)-2-(3-methyl-butyryl)-pyridine). The yield is 44.0%. As a reaction SMILES: Br[C:2]1[CH:7]=[CH:6][C:5]([CH2:8][O:9][Si:10]([C:13]([CH3:16])([CH3:15])[CH3:14])([CH3:12])[CH3:11])=[CH:4][N:3]=1.[Li]CCCC.CON(C)[C:25](=[O:30])[CH2:26][CH:27]([CH3:29])[CH3:28]>C1COCC1>[Si:10]([O:9][CH2:8][C:5]1[CH:6]=[CH:7][C:2]([C:25](=[O:30])[CH2:26][CH:27]([CH3:29])[CH3:28])=[N:3][CH:4]=1)([C:13]([CH3:16])([CH3:15])[CH3:14])([CH3:12])[CH3:11]. Procedure details: Dissolve 2-bromo-5-(tert-butyldimethylsilyloxymethyl)pyridine (1.99 g, 6.583 mmol, prepared by following the procedure described in J. Org. Chem. 2004, 69, 250-262) in anhydrous THF (20 mL). Cool the solution to −78° C., add n-BuLi (4.32 mL, 6.912 mmol, 1.6M solution in hexane) and stir at this temperature for 40 min. Add slowly a solution of N-methoxy-N-methyl-3-methyl-butyramide (0.955 g, 6.583 mmol) in anhydrous THF (5 mL). Stir the mixture for 2 h at −78° C. and then allow the mixture to war... The reactants are CCOC(=O)N1CCc2nnc(SCC)cc2C1, NN, O. The product is CCOC(=O)N1CCc2nnc(NN)cc2C1. RXN SMILES: [CH2:1]([CH3:2])[O:3][C:4](=[O:5])[N:6]1[CH2:7][c:8]2[c:9]([n:10][n:11][c:12]([S:14][CH2:15][CH3:16])[cH:13]2)[CH2:17][CH2:18]1.[NH2:20][NH2:21].[OH2:19]>>[CH2:1]([CH3:2])[O:3][C:4](=[O:5])[N:6]1[CH2:7][c:8]2[c:9]([n:10][n:11][c:12]([NH:20][NH2:21])[cH:13]2)[CH2:17][CH2:18]1. Starting materials: Cc1cccc(N=C=O)c1, CCC1=NC(N)C(=O)N(CC(=O)N2CC3CCC(CC3)C2)c2c(C)cccc21, C1CCOC1. The product is CCC1=NC(NC(=O)Nc2cccc(C)c2)C(=O)N(CC(=O)N2CC3CCC(CC3)C2)c2c(C)cccc21. RXN SMILES: [CH3:29][c:30]1[cH:31][c:32]([N:36]=[C:37]=[O:38])[cH:33][cH:34][cH:35]1.[NH2:1][CH:2]1[C:3](=[O:28])[N:4]([CH2:16][C:17](=[O:18])[N:19]2[CH2:20][CH:21]3[CH2:22][CH2:23][CH:24]([CH2:25]2)[CH2:26][CH2:27]3)[c:5]2[c:6]([cH:11][cH:12][cH:13][c:14]2[CH3:15])[C:7]([CH2:9][CH3:10])=[N:8]1.[O:39]1[CH2:40][CH2:41][CH2:42][CH2:43]1>>[NH:1]([CH:2]1[C:3](=[O:28])[N:4]([CH2:16][C:17](=[O:18])[N:19]2[CH2:20][CH:21]3[CH2:22][CH2:23][CH:24]([CH2:25]2)[CH2:26][CH2:27]3)[c:5]2[c:6]([cH:11][cH:12][cH:13][c:14]2[CH3:15])[C:7]([CH2:9][CH3:10])=[N:8]1)[C:37]([NH:36][c:32]1[cH:31][c:30]([CH3:29])[cH:35][cH:34][cH:33]1)=[O:38].